This data is from the Open Reaction Database (ORD), a public repository of structured organic reaction records. The task is: describe an organic reaction: reactants, conditions, products, and yield Reactants: [Mg] (magnesium), CO[Si](OC)(OC)OC (tetramethoxysilane), BrC1=CC=2SC3=CC=CC=C3SC2C=C1 (2-Bromothianthrene). The solvent is C1CCOC1 (THF). Run at time 10 minute. Yields the product CO[Si](C1=CC=2SC3=CC=CC=C3SC2C=C1)(OC)OC (2-(trimethoxysilyl)thianthrene). Yield: 60.0%. As a reaction SMILES: [Mg].[CH3:2][O:3][Si:4](OC)([O:7][CH3:8])[O:5][CH3:6].Br[C:12]1[CH:25]=[CH:24][C:23]2[S:22][C:21]3[C:16](=[CH:17][CH:18]=[CH:19][CH:20]=3)[S:15][C:14]=2[CH:13]=1>C1COCC1>[CH3:2][O:3][Si:4]([O:7][CH3:8])([O:5][CH3:6])[C:12]1[CH:25]=[CH:24][C:23]2[S:22][C:21]3[C:16](=[CH:17][CH:18]=[CH:19][CH:20]=3)[S:15][C:14]=2[CH:13]=1. Procedure details: A 3-neck 1 L flask was filled with magnesium turnings (5 g), THF (200 g) and tetramethoxysilane (50 g), and heated to reflux. 2-Bromothianthrene (40 g), prepared analogously to Example 3A was added to the flask in 10 g portions. Grignard started within 10 minutes. The reaction was allowed to cool for 1 hour, after which magnesium salts were precipitated with hexanes (200 mL). GC/MS of the solution showed that along with some thianthrene, 2-(trimethoxysilyl)thianthrene was obtained in ˜60% yield ... The reactants are CI, [Na+], [OH-], O, Cc1n[nH]c2nc(S)nc(O)c12. Product: CSc1nc(O)c2c(C)n[nH]c2n1. Reaction SMILES: [CH3:15][I:16].[Na+:14].[OH-:13].[OH2:17].[OH:1][c:2]1[c:3]2[c:4]([n:5][c:6]([SH:8])[n:7]1)[nH:9][n:10][c:11]2[CH3:12]>>[OH:1][c:2]1[c:3]2[c:4]([n:5][c:6]([S:8][CH3:15])[n:7]1)[nH:9][n:10][c:11]2[CH3:12].